This data is from the Open Reaction Database (ORD), a public repository of structured organic reaction records. The task is: describe an organic reaction: reactants, conditions, products, and yield The reactants are [O-]B([O-])O, C1CCNCC1, CO, [Na+], [Na+], O=Cc1cccc(O)c1. Product: Oc1cccc(CN2CCCCC2)c1. As a reaction SMILES: [B:16]([O-:17])([O-:18])[OH:19].[CH2:10]1[CH2:11][CH2:12][NH:13][CH2:14][CH2:15]1.[CH3:22][OH:23].[Na+:20].[Na+:21].[OH:1][c:2]1[cH:3][c:4]([CH:5]=[O:6])[cH:7][cH:8][cH:9]1>>[OH:1][c:2]1[cH:3][c:4]([CH2:5][N:13]2[CH2:12][CH2:11][CH2:10][CH2:15][CH2:14]2)[cH:7][cH:8][cH:9]1. Starting materials: CCO, C=Cc1cnc([N+](=O)[O-])n1C, [K+], O=[Mn](=O)(=O)[O-], O. The product is Cn1c(C(O)CO)cnc1[N+](=O)[O-]. As a reaction SMILES: [CH3:12][CH2:13][OH:14].[CH3:1][n:2]1[c:3]([N+:9](=[O:10])[O-:11])[n:4][cH:5][c:6]1[CH:7]=[CH2:8].[K+:20].[Mn:15](=[O:16])([O-:17])(=[O:18])=[O:19].[OH2:21]>>[CH3:1][n:2]1[c:3]([N+:9](=[O:10])[O-:11])[n:4][cH:5][c:6]1[CH:12]([CH2:13][OH:14])[OH:16].